From a dataset of the Open Reaction Database (ORD), a public repository of structured organic reaction records. describe an organic reaction: reactants, conditions, products, and yield Starting materials: FC1=C(C=O)C=C(C=C1)F (2,5-difluorobenzaldehyde), [H-].[Na+] (sodium hydride), SCC(=O)OC (methyl mercaptoacetate). Yields the product COC(=O)C=1SC2=C(C1)C=C(C=C2)F (Methyl5-fluoro-1-benzothiophene-2-carboxylate). As a reaction SMILES: F[C:2]1[CH:9]=[CH:8][C:7]([F:10])=[CH:6][C:3]=1[CH:4]=O.[H-].[Na+].[SH:13][CH2:14][C:15]([O:17][CH3:18])=[O:16]>>[CH3:18][O:17][C:15]([C:14]1[S:13][C:2]2[CH:9]=[CH:8][C:7]([F:10])=[CH:6][C:3]=2[CH:4]=1)=[O:16] |f:1.2|. Procedure: Using 5.0 g (35.2 mmol) of 2,5-difluorobenzaldehyde, 2.11 g (52.78 mmol) of sodium hydride (60% pure) and 4.11 g (38.7 mmol) of methyl mercaptoacetate, 1.1 g (14.3% of theory) of the title compound are obtained. The reactants are Cl (hydrochloric acid), [OH-].[K+] (potassium hydroxide), [OH-].[K+] (potassium hydroxide), C1(=CC=CC=C1)S (benzenethiol), C(C=C)(=O)OCC1CO1 (2,3-epoxypropyl acrylate), C(CC)(S)S (propanedithiol). Run in O (water), CC(C)O (2-propanol). Conditions: time 5 minute. Product: C1(=CC=CC=C1)SCCC(=O)OCC1CO1 (2,3-epoxypropyl 3-(phenylthio)propionate), viscous liquid. The yield is 91.1%. Reaction SMILES: [C:1]1([SH:7])[CH:6]=[CH:5][CH:4]=[CH:3][CH:2]=1.[C:8]([O:12][CH2:13][CH:14]1[O:16][CH2:15]1)(=[O:11])[CH:9]=[CH2:10].[OH-].[K+].C(S)(S)CC.Cl>CC(O)C.O>[C:1]1([S:7][CH2:10][CH2:9][C:8]([O:12][CH2:13][CH:14]2[O:16][CH2:15]2)=[O:11])[CH:6]=[CH:5][CH:4]=[CH:3][CH:2]=1 |f:2.3|. Procedure details: 2,3-epoxypropyl 3-(phenylthio)propionate was prepared by adding 11.0 grams (0.1 moles) of benzenethiol to a solution of 12.8 grams of 2,3-epoxypropyl acrylate with 10 drops of Triton B® in 50 milliliters of 2-propanol. The addition was carried out over a period of 5 minutes during which the temperature of the reaction mixture rose to 54° C. The mixture was then stirred for 3.5 hours at ambient temperature. To this reaction mixture was added 0.5 grams of potassium hydroxide. After the potassium h...